describe an organic reaction: reactants, conditions, products, and yield From a dataset of the Open Reaction Database (ORD), a public repository of structured organic reaction records. Reactants: BrB(Br)Br, CCCCNc1cc(C(=O)OC)cc(Br)c1OC, ClCCl. The product is CCCCNc1cc(C(=O)OC)cc(Br)c1O. Reaction SMILES: [B:19]([Br:20])([Br:21])[Br:22].[Br:1][c:2]1[cH:3][c:4]([C:5](=[O:6])[O:7][CH3:8])[cH:9][c:10]([NH:14][CH2:15][CH2:16][CH2:17][CH3:18])[c:11]1[O:12][CH3:13].[CH2:23]([Cl:24])[Cl:25]>>[Br:1][c:2]1[cH:3][c:4]([C:5](=[O:6])[O:7][CH3:8])[cH:9][c:10]([NH:14][CH2:15][CH2:16][CH2:17][CH3:18])[c:11]1[OH:12]. Starting materials: [N+](=O)([O-])C1=CC(=C(C(=O)O)C=C1)C1=CC=CC=C1 (4-nitro-2-phenylbenzoic acid), Cl.COC([C@@H](N)CC(C)C)=O ((L)-leucine methyl ester hydrochloride), N[C@@H](CCSC)C(=O)O (methionine). The product is COC([C@@H](NC(C1=C(C=C(C=C1)[N+](=O)[O-])C1=CC=CC=C1)=O)CC(C)C)=O (4-Nitro-2-phenylbenzoyl-(S)-leucine methyl ester). Reaction SMILES: [N+:1]([C:4]1[CH:12]=[CH:11][C:7]([C:8]([OH:10])=O)=[C:6]([C:13]2[CH:18]=[CH:17][CH:16]=[CH:15][CH:14]=2)[CH:5]=1)([O-:3])=[O:2].Cl.[CH3:20][O:21][C:22](=[O:29])[C@H:23]([CH2:25][CH:26]([CH3:28])[CH3:27])[NH2:24].N[C@H](C(O)=O)CCSC>>[CH3:20][O:21][C:22](=[O:29])[C@H:23]([CH2:25][CH:26]([CH3:28])[CH3:27])[NH:24][C:8](=[O:10])[C:7]1[CH:11]=[CH:12][C:4]([N+:1]([O-:3])=[O:2])=[CH:5][C:6]=1[C:13]1[CH:18]=[CH:17][CH:16]=[CH:15][CH:14]=1 |f:1.2|. Reported procedure: This compound was prepared through the coupling of 4-nitro-2-phenylbenzoic acid with (L)-leucine methyl ester hydrochloride as for the preparation of the methionine derivative (see Example 26, section A). 1H NMR (CDCl3) δ 8.24-8.26 (m, 2H), 7.86 (d, 8.7 Hz, 1H), 7.41-7.46 (m, 5H), 5.71 (d, 7.4 Hz, 1H), 4.57 (ddd, 1H), 3.67 (s, 3H), 1.37-1.46 (m, 1H), 1.08-1.25 (m, 2H), 0.78 (dd, 6H). Reactants: FC1=CC=C(C=C1)C1=NN2C(C=CC=C2C2=CC(=NC=C2)F)=C1C1=CC(=NC=C1)F (2-(4-fluorophenyl)-3,7-bis(2-fluoropyridin-4-yl)pyrazolo[1,5-α]pyridine), NCCCN (1,3-diaminopropane). Product: NCCCNC1=NC=CC(=C1)C=1C(=NN2C1C=CC=C2C2=CC(=NC=C2)NCCCN)C2=CC=C(C=C2)F (N-{4-[3-{2-[(3-aminopropyl)amino]pyridin-4-yl}-2-(4-fluorophenyl)pyrazolo[1,5-α]pyridin-7-yl]pyridin-2-yl}propane-1,3-diamine). Yield: 46.0%. Reaction SMILES: [F:1][C:2]1[CH:7]=[CH:6][C:5]([C:8]2[C:23]([C:24]3[CH:29]=[CH:28][N:27]=[C:26](F)[CH:25]=3)=[C:11]3[CH:12]=[CH:13][CH:14]=[C:15]([C:16]4[CH:21]=[CH:20][N:19]=[C:18](F)[CH:17]=4)[N:10]3[N:9]=2)=[CH:4][CH:3]=1.[NH2:31][CH2:32][CH2:33][CH2:34][NH2:35]>>[NH2:31][CH2:32][CH2:33][CH2:34][NH:35][C:26]1[CH:25]=[C:24]([C:23]2[C:8]([C:5]3[CH:6]=[CH:7][C:2]([F:1])=[CH:3][CH:4]=3)=[N:9][N:10]3[C:15]([C:16]4[CH:21]=[CH:20][N:19]=[C:18]([NH:9][CH2:8][CH2:23][CH2:11][NH2:10])[CH:17]=4)=[CH:14][CH:13]=[CH:12][C:11]=23)[CH:29]=[CH:28][N:27]=1. Reported procedure: A solution of 2-(4-fluorophenyl)-3,7-bis(2-fluoropyridin-4-yl)pyrazolo[1,5-α]pyridine (34 mg, 0.08 mmol) in 1,3-diaminopropane (1 mL) was heated at 150° C. for 0.25 hours. Upon cooling to room temperature, the mixture was concentrated in vacuo and the residue was triturated with hot ethyl acetate. The resulting solids were collected on filter, washed with ethyl ether and dried to provide N-{4-[3-{2-[(3-aminopropyl)amino]pyridin-4-yl}-2-(4-fluorophenyl)pyrazolo[1,5-α]pyridin-7-yl]pyridin-2-yl}pro... Reaction SMILES: [CH:18]([Cl:19])([Cl:20])[Cl:21].[CH:1]1([CH3:13])[CH2:2][CH:3]([C:10](=[O:11])[Cl:12])[CH:4]([CH:7]([CH3:8])[CH3:9])[CH2:5][CH2:6]1.[NH2:14][CH2:15][CH2:16][OH:17]>>[CH:1]1([CH3:13])[CH2:2][CH:3]([C:10](=[O:11])[NH:14][CH2:15][CH2:16][OH:17])[CH:4]([CH:7]([CH3:8])[CH3:9])[CH2:5][CH2:6]1. The reactants are ClC(Cl)Cl, CC1CCC(C(C)C)C(C(=O)Cl)C1, NCCO. Product: CC1CCC(C(C)C)C(C(=O)NCCO)C1. The reactants are C(C)OC(=O)C=1C(=C2C(=C(N1)C#N)N(C=C2)CC2=CC=C(C=C2)F)O (7-cyano-1-(4-fluoro-benzyl)-4-hydroxy-1H-pyrrolo[2,3-c]pyridine-5-carboxylic acid ethyl ester), NCC(=O)O (glycine), C[O-].[Na+].CO (NaOMe HOMe). Product: C(#N)C=1N=C(C(=C2C1N(C=C2)CC2=CC=C(C=C2)F)O)C(=O)NCC(=O)O ({[7-Cyano-1-(4-fluoro-benzyl)-4-hydroxy-1H-pyrrolo[2,3-c]pyridine-5-carbonyl]-amino}-acetic acid). RXN SMILES: C(O[C:4]([C:6]1[C:7]([OH:25])=[C:8]2[CH:16]=[CH:15][N:14]([CH2:17][C:18]3[CH:23]=[CH:22][C:21]([F:24])=[CH:20][CH:19]=3)[C:9]2=[C:10]([C:12]#[N:13])[N:11]=1)=[O:5])C.[NH2:26][CH2:27][C:28]([OH:30])=[O:29].C[O-].[Na+].CO>>[C:12]([C:10]1[N:11]=[C:6]([C:4]([NH:26][CH2:27][C:28]([OH:30])=[O:29])=[O:5])[C:7]([OH:25])=[C:8]2[CH:16]=[CH:15][N:14]([CH2:17][C:18]3[CH:19]=[CH:20][C:21]([F:24])=[CH:22][CH:23]=3)[C:9]=12)#[N:13] |f:2.3.4|. Reported procedure: Prepared in analogy to that of Example 1(e) from 7-cyano-1-(4-fluoro-benzyl)-4-hydroxy-1H-pyrrolo[2,3-c]pyridine-5-carboxylic acid ethyl ester, glycine and NaOMe/HOMe. The title compound, ESI MS (m/z): 369 (M+H)+. The reactants are BrC1=CC=C(C=C1)C1=C(C(=NO1)C)CN1CC(CCC1)C1=CC=CC=C1 (1-[5-(4-bromo-phenyl)-3-methyl-isoxazol-4-ylmethyl]-3-phenyl-piperidine), C(C)OC(=O)C1(CC1)C1=CC=C(C=C1)B1OC(C(O1)(C)C)(C)C (1-[4-(4,4,5,5-tetramethyl-[1,3,2]dioxaborolan-2-yl)-phenyl]-cyclopropanecarboxylic acid ethyl ester). The product is C(C)OC(=O)C1(CC1)C1=CC=C(C=C1)C1=CC=C(C=C1)C1=C(C(=NO1)C)CN1CC(CCC1)C1=CC=CC=C1 (1-{4′-[3-Methyl-4-(3-phenyl-piperidin-1-ylmethyl)-isoxazol-5-yl]-biphenyl-4-yl}-cyclopropanecarboxylic acid ethyl ester). As a reaction SMILES: Br[C:2]1[CH:7]=[CH:6][C:5]([C:8]2[O:12][N:11]=[C:10]([CH3:13])[C:9]=2[CH2:14][N:15]2[CH2:20][CH2:19][CH2:18][CH:17]([C:21]3[CH:26]=[CH:25][CH:24]=[CH:23][CH:22]=3)[CH2:16]2)=[CH:4][CH:3]=1.[CH2:27]([O:29][C:30]([C:32]1([C:35]2[CH:40]=[CH:39][C:38](B3OC(C)(C)C(C)(C)O3)=[CH:37][CH:36]=2)[CH2:34][CH2:33]1)=[O:31])[CH3:28]>>[CH2:27]([O:29][C:30]([C:32]1([C:35]2[CH:36]=[CH:37][C:38]([C:2]3[CH:3]=[CH:4][C:5]([C:8]4[O:12][N:11]=[C:10]([CH3:13])[C:9]=4[CH2:14][N:15]4[CH2:20][CH2:19][CH2:18][CH:17]([C:21]5[CH:26]=[CH:25][CH:24]=[CH:23][CH:22]=5)[CH2:16]4)=[CH:6][CH:7]=3)=[CH:39][CH:40]=2)[CH2:33][CH2:34]1)=[O:31])[CH3:28]. Procedure details: Prepared according to the procedure described in Example 1, Step 10, using 1-[5-(4-bromo-phenyl)-3-methyl-isoxazol-4-ylmethyl]-3-phenyl-piperidine and 1-[4-(4,4,5,5-tetramethyl-[1,3,2]dioxaborolan-2-yl)-phenyl]-cyclopropanecarboxylic acid ethyl ester.